Dataset: the Open Reaction Database (ORD), a public repository of structured organic reaction records. Task: describe an organic reaction: reactants, conditions, products, and yield Starting materials: [H-].[Al+3].[Li+].[H-].[H-].[H-] (lithium aluminum hydride), N1[C@@H](C(=O)N)CCC1 (D-proline amide). RXN SMILES: [H-].[Al+3].[Li+].[H-].[H-].[H-].[NH:7]1[CH2:14][CH2:13][CH2:12][C@@H:8]1[C:9]([NH2:11])=O>O1CCCC1>[N:11]1([CH2:9][CH:8]2[CH2:12][CH2:13][CH2:14][NH:7]2)[CH2:13][CH2:12][CH2:8][CH2:9]1 |f:0.1.2.3.4.5|. Yields the product N1(CCCC1)CC1NCCC1 (2-(1-pyrrolidinylmethyl) pyrrolidine). Solvent: O1CCCC1 (tetrahydrofuran), O1CCCC1 (tetrahydrofuran). Procedure details: To a suspension of 0.380 gm of lithium aluminum hydride in 15 ml of dry tetrahydrofuran is carefully added a solution of the D-proline amide (prepared in B above) in 10 ml tetrahydrofuran. The mixture is refluxed for 2 hrs then cooled and quenched with 2 ml of 2.5N sodium hydroxide. The mixture is filtered through a pad of sodium sulfate and the filter cake washed with 2×50 ml of ether. The combined filtrates are concentrated in vacuo to yield 0.80 gm of desired 2-(1-pyrrolidinylmethyl) pyrrolid... Reactants: N1C=CC2=CC(=CC=C12)CCCC1=NC2=NC=CC=C2C=C1 (2-[3-(1H-indol-5-yl)-propyl]-[1,8]naphthyridine), [H-].[Na+] (sodium hydride), C(C)OC(CCCl)=O (3-chloro-propionic acid ethyl ester), Ice water. The solvent is CN(C)C=O (DMF). Conditions: time 2 hour. Product: crude product, C(C)OC(CCN1C=CC2=CC(=CC=C12)CCCC1=NC2=NC=CC=C2C=C1)=O (3-[5-(3-[1,8]Naphthyridin-2-yl-propyl)-indol-1-yl]-propionic acid ethyl ester). Yield: 45.3%. RXN SMILES: [NH:1]1[C:9]2[C:4](=[CH:5][C:6]([CH2:10][CH2:11][CH2:12][C:13]3[CH:22]=[CH:21][C:20]4[C:15](=[N:16][CH:17]=[CH:18][CH:19]=4)[N:14]=3)=[CH:7][CH:8]=2)[CH:3]=[CH:2]1.[H-].[Na+].[CH2:25]([O:27][C:28](=[O:32])[CH2:29][CH2:30]Cl)[CH3:26]>CN(C=O)C>[CH2:25]([O:27][C:28](=[O:32])[CH2:29][CH2:30][N:1]1[C:9]2[C:4](=[CH:5][C:6]([CH2:10][CH2:11][CH2:12][C:13]3[CH:22]=[CH:21][C:20]4[C:15](=[N:16][CH:17]=[CH:18][CH:19]=4)[N:14]=3)=[CH:7][CH:8]=2)[CH:3]=[CH:2]1)[CH3:26] |f:1.2|. Procedure details: To a solution of 2-[3-(1H-indol-5-yl)-propyl]-[1,8]naphthyridine (0.180 g, 0.627 mmol) in DMF (2 mL) was added sodium hydride (24.0 mg. 1.00 mmol) at 0° C. The reaction mixture was warmed to room temperature and stirred for 2 h. After cooling to 0° C., 3-chloro-propionic acid ethyl ester (85.0 mg, 0.63 mmol) was added and stirred overnight at room temperature. Ice water was added and the resulting mixture was extracted with methylene chloride. The combined organic layers were washed with water a... Starting materials: CN1CCCC1=O, Cl, FC(F)CCl, NCc1ccccc1. Product: FC(F)CNCc1ccccc1. As a reaction SMILES: [CH3:15][N:16]1[CH2:17][CH2:18][CH2:19][C:20]1=[O:21].[ClH:14].[F:1][CH:2]([CH2:3][Cl:4])[F:5].[NH2:6][CH2:7][c:8]1[cH:9][cH:10][cH:11][cH:12][cH:13]1>>[F:1][CH:2]([CH2:3][NH:6][CH2:7][c:8]1[cH:9][cH:10][cH:11][cH:12][cH:13]1)[F:5]. Reactants: Cn1nc([N+](=O)[O-])cc1CBr, CCN(C(C)C)C(C)C, Cl, FC1(F)CNC1, CN(C)C=O. The product is Cn1nc([N+](=O)[O-])cc1CN1CC(F)(F)C1. RXN SMILES: [Br:1][CH2:2][c:3]1[cH:4][c:5]([N+:9](=[O:10])[O-:11])[n:6][n:7]1[CH3:8].[CH:19]([N:20]([CH2:21][CH3:22])[CH:23]([CH3:24])[CH3:25])([CH3:26])[CH3:27].[ClH:12].[F:13][C:14]1([F:18])[CH2:15][NH:16][CH2:17]1.[O:28]=[CH:29][N:30]([CH3:31])[CH3:32]>>[CH2:2]([c:3]1[cH:4][c:5]([N+:9](=[O:10])[O-:11])[n:6][n:7]1[CH3:8])[N:16]1[CH2:15][C:14]([F:13])([F:18])[CH2:17]1. As a reaction SMILES: [CH2:32]([CH2:33][CH2:34][CH3:35])[c:36]1[n:37]([CH2:43][c:44]2[c:45]([Cl:51])[cH:46][cH:47][cH:48][c:49]2[F:50])[c:38]([CH2:41][OH:42])[cH:39][n:40]1.[Cl:1][c:2]1[cH:3][cH:4][cH:5][cH:6][c:7]1[CH2:8][n:9]1[c:10]([CH2:11][CH2:12][NH:13][CH:14]([C:15]([OH:16])=[O:17])[CH2:18][c:19]2[cH:20][cH:21][cH:22][cH:23][cH:24]2)[cH:25][n:26][c:27]1[CH2:28][CH2:29][CH2:30][CH3:31]>>[CH2:32]([CH2:33][CH2:34][CH3:35])[c:36]1[n:37]([CH2:43][c:44]2[c:45]([Cl:51])[cH:46][cH:47][cH:48][c:49]2[F:50])[cH:38][cH:39][n:40]1. Reactants: CCCCc1ncc(CO)n1Cc1c(F)cccc1Cl, CCCCc1ncc(CCNC(Cc2ccccc2)C(=O)O)n1Cc1ccccc1Cl. Product: CCCCc1nccn1Cc1c(F)cccc1Cl. Run at time 30 minute. As a reaction SMILES: [F:1][C:2]1[CH:3]=[C:4]2[C:9](=[C:10]([F:18])[C:11]=1[N:12]1[CH2:17][CH2:16][NH:15][CH2:14][CH2:13]1)[N:8]([C:19]1[CH:24]=[CH:23][C:22]([OH:25])=[CH:21][CH:20]=1)[CH:7]=[C:6]([C:26]([OH:28])=[O:27])[C:5]2=[O:29].[CH2:30]=O>C(O)=O>[F:1][C:2]1[CH:3]=[C:4]2[C:9](=[C:10]([F:18])[C:11]=1[N:12]1[CH2:17][CH2:16][N:15]([CH3:30])[CH2:14][CH2:13]1)[N:8]([C:19]1[CH:20]=[CH:21][C:22]([OH:25])=[CH:23][CH:24]=1)[CH:7]=[C:6]([C:26]([OH:28])=[O:27])[C:5]2=[O:29]. The product is FC=1C=C2C(C(=CN(C2=C(C1N1CCN(CC1)C)F)C1=CC=C(C=C1)O)C(=O)O)=O (6,8-difluoro-1-(4-hydroxyphenyl)-7-(4-methyl-1-piperazinyl)-1,4-dihydro-4-oxoquinoline-3-carboxylic acid). The reactants are FC=1C=C2C(C(=CN(C2=C(C1N1CCNCC1)F)C1=CC=C(C=C1)O)C(=O)O)=O (6,8-Difluoro-1-(4-hydroxyphenyl)-7-(1-piperazinyl)-1,4-dihydro-4-oxoquinoline-3-carboxylic acid), C=O (formaline). Reported procedure: 6,8-Difluoro-1-(4-hydroxyphenyl)-7-(1-piperazinyl)-1,4-dihydro-4-oxoquinoline-3-carboxylic acid (0.80 g) is added slowly to a mixture of 90% formic acid (4 ml) and 37% formaline (4 ml) under ice-cooling. After the addition, the mixture is refluxed for 5 hours. The reaction mixture is distilled to dryness under reduced pressure. The residue is suspended in saturated aqueous sodium hydrogen carbonate (15 ml), and the mixture is stirred at room temperature for 30 minutes. The precipitated crystals ... The solvent is C(=O)O (formic acid). The reactants are COC(=O)C(CC=O)c1ccc(N(C)C)cc1, ClC(Cl)Cl. Product: COC(=O)C(CC=O)c1ccc(N(C)C)cc1Cl. As a reaction SMILES: [CH3:1][O:2][C:3]([CH:4]([CH2:5][CH:6]=[O:7])[c:8]1[cH:9][cH:10][c:11]([N:14]([CH3:15])[CH3:16])[cH:12][cH:13]1)=[O:17].[Cl:18][CH:19]([Cl:20])[Cl:21]>>[CH3:1][O:2][C:3]([CH:4]([CH2:5][CH:6]=[O:7])[c:8]1[cH:9][cH:10][c:11]([N:14]([CH3:15])[CH3:16])[cH:12][c:13]1[Cl:18])=[O:17].